Dataset: the Open Reaction Database (ORD), a public repository of structured organic reaction records. Task: describe an organic reaction: reactants, conditions, products, and yield The reactants are CCO, O=C(NC1CCc2ccccc2-n2ccnc21)OCc1ccccc1. The product is NC1CCc2ccccc2-n2ccnc21. As a reaction SMILES: [CH3:26][CH2:27][OH:28].[cH:1]1[cH:2][n:3][c:4]2[n:5]1-[c:6]1[c:7]([cH:22][cH:23][cH:24][cH:25]1)[CH2:8][CH2:9][CH:10]2[NH:11][C:12](=[O:13])[O:14][CH2:15][c:16]1[cH:17][cH:18][cH:19][cH:20][cH:21]1>>[cH:1]1[cH:2][n:3][c:4]2[n:5]1-[c:6]1[c:7]([cH:22][cH:23][cH:24][cH:25]1)[CH2:8][CH2:9][CH:10]2[NH2:11]. The reactants are P(OCC)(OCC)OCC (triethyl phosphite), BrC1=CC=C(C=C1)\C=C(/C)\C1=CC=2C(CCC(C2C=C1)(C)C)(C)C ((E)-1-(4-bromophenyl)-2-(5,6,7,8-tetrahydro-5,5,8,8-tetramethyl-2-naphthyl)-1-propene), C(C)Br (ethyl bromide). The reagents and catalysts are [Ni](Br)Br (nickel(II) bromide). Reaction conditions: time 0.5 hour. The product is CC1(C=2C=CC(=CC2C(CC1)(C)C)/C(=C/C1=CC=C(C=C1)P(OCC)(=O)OCC)/C)C (Diethyl (E)-4-[2-(5,6,7,8-tetrahydro-5,5,8,8-tetramethyl-2-naphthyl)-1-propenyl]-benzenephosphonate). Isolated yield 62.0%. Reaction SMILES: Br[C:2]1[CH:7]=[CH:6][C:5](/[CH:8]=[C:9](/[C:11]2[CH:20]=[CH:19][C:18]3[C:17]([CH3:22])([CH3:21])[CH2:16][CH2:15][C:14]([CH3:24])([CH3:23])[C:13]=3[CH:12]=2)\[CH3:10])=[CH:4][CH:3]=1.[P:25]([O:32][CH2:33][CH3:34])([O:29]CC)[O:26][CH2:27][CH3:28].C(Br)C>[Ni](Br)Br>[CH3:21][C:17]1([CH3:22])[CH2:16][CH2:15][C:14]([CH3:23])([CH3:24])[C:13]2[CH:12]=[C:11](/[C:9](/[CH3:10])=[CH:8]/[C:5]3[CH:4]=[CH:3][C:2]([P:25]([O:26][CH2:27][CH3:28])(=[O:29])[O:32][CH2:33][CH3:34])=[CH:7][CH:6]=3)[CH:20]=[CH:19][C:18]1=2. Procedure: 20 g (52 millimoles) of (E)-1-(4-bromophenyl)-2-(5,6,7,8-tetrahydro-5,5,8,8-tetramethyl-2-naphthyl)-1-propene and 0.86 g (7.5 mol %) of anhydrous nickel(II) bromide were heated to about 160° C. under nitrogen in a distillation apparatus equipped with a dropping funnel. 104 g (60 millimoles) of triethyl phosphite were then added dropwise in such a way that the rate of dropwise addition corresponded to the rate at which the ethyl bromide distilled off. Stirring was continued for 0.5 hour, after wh... The reactants are O=C([O-])O, CCOC(C)=O, O=C(Cl)C1CCCCC1, Cl, NC(Cc1ccc(C(F)(F)F)cc1)C(O)c1ccc(F)cc1, [Na+], O. The product is O=C(NC(Cc1ccc(C(F)(F)F)cc1)C(O)c1ccc(F)cc1)C1CCCCC1. RXN SMILES: [C:33](=[O:34])([O-:35])[OH:36].[CH3:38][CH2:39][O:40][C:41](=[O:42])[CH3:43].[CH:24]1([C:30](=[O:31])[Cl:32])[CH2:25][CH2:26][CH2:27][CH2:28][CH2:29]1.[ClH:1].[F:2][c:3]1[cH:4][cH:5][c:6]([CH:9]([CH:10]([CH2:11][c:12]2[cH:13][cH:14][c:15]([C:18]([F:19])([F:20])[F:21])[cH:16][cH:17]2)[NH2:22])[OH:23])[cH:7][cH:8]1.[Na+:37].[OH2:44]>>[F:2][c:3]1[cH:4][cH:5][c:6]([CH:9]([CH:10]([CH2:11][c:12]2[cH:13][cH:14][c:15]([C:18]([F:19])([F:20])[F:21])[cH:16][cH:17]2)[NH:22][C:30]([CH:24]2[CH2:25][CH2:26][CH2:27][CH2:28][CH2:29]2)=[O:31])[OH:23])[cH:7][cH:8]1. Starting materials: O (water), FC1=C(C=CC=C1)C=1N=NN(C1C=1N=CNC1)C (4-(2-fluorophenyl)-5-(1H-imidazol-4-yl)-1-methyl-1H-1,2,3-triazole), ClC1=NC=C(C(=O)OC)C=C1 (methyl 6-chloronicotinate), C([O-])([O-])=O.[K+].[K+] (potassium carbonate). Run in CN(C)C=O (DMF). Run at temperature 120 celsius. The product is FC1=C(C=CC=C1)C=1N=NN(C1C=1N=CN(C1)C1=NC=C(C(=O)OC)C=C1)C (Methyl 6-(4-(4-(2-fluorophenyl)-1-methyl-1H-1,2,3-triazol-5-yl)-1H-imidazol-1-yl)nicotinate). The yield is 83.6%. RXN SMILES: [F:1][C:2]1[CH:7]=[CH:6][CH:5]=[CH:4][C:3]=1[C:8]1[N:9]=[N:10][N:11]([CH3:18])[C:12]=1[C:13]1[N:14]=[CH:15][NH:16][CH:17]=1.Cl[C:20]1[CH:29]=[CH:28][C:23]([C:24]([O:26][CH3:27])=[O:25])=[CH:22][N:21]=1.C(=O)([O-])[O-].[K+].[K+].O>CN(C=O)C>[F:1][C:2]1[CH:7]=[CH:6][CH:5]=[CH:4][C:3]=1[C:8]1[N:9]=[N:10][N:11]([CH3:18])[C:12]=1[C:13]1[N:14]=[CH:15][N:16]([C:20]2[CH:29]=[CH:28][C:23]([C:24]([O:26][CH3:27])=[O:25])=[CH:22][N:21]=2)[CH:17]=1 |f:2.3.4|. Procedure details: A mixture of 4-(2-fluorophenyl)-5-(1H-imidazol-4-yl)-1-methyl-1H-1,2,3-triazole (233 mg, 0.958 mmol), methyl 6-chloronicotinate (164 mg, 0.988 mmol) and potassium carbonate (265 mg, 1.92 mmol) in DMF (5.0 mL) was stirred under Ar in a sealed flask and heated at 120° C. for 3 h. After cooling to room temperature the mixture was poured into water and extracted with ethyl acetate and the combined extracts washed with water, brine, dried over sodium sulphate, filtered and evaporated. Purification by... Starting materials: C(=O)([O-])[O-].[K+].[K+] (K2CO3), BrC(C(=O)OCC)(C)C (ethyl 2-bromo-2-methylpropionate), OC1=CC=C(C=O)C=C1 (4-hydroxybenzaldehyde), C(=O)([O-])[O-].[K+].[K+] (K2CO3), O (water), BrC(C(=O)OCC)(C)C (Ethyl 2-bromo-2-methylpropionate). The solvent is CC(=O)C (acetone). Run at time 30 minute. Product: C(C)OC(C(C)(OC1=CC=C(C=C1)C=O)C)=O (Ethyl-2-methyl-2-(4-formylphenoxy)propanoate), oil. Yield: 69.8%. Reaction SMILES: [OH:1][C:2]1[CH:9]=[CH:8][C:5]([CH:6]=[O:7])=[CH:4][CH:3]=1.C([O-])([O-])=O.[K+].[K+].Br[C:17]([CH3:24])([CH3:23])[C:18]([O:20][CH2:21][CH3:22])=[O:19].O>CC(C)=O>[CH2:21]([O:20][C:18](=[O:19])[C:17]([CH3:24])([O:1][C:2]1[CH:9]=[CH:8][C:5]([CH:6]=[O:7])=[CH:4][CH:3]=1)[CH3:23])[CH3:22] |f:1.2.3|. Procedure details: To 4-hydroxybenzaldehyde (20 g, 0.164 mol) in acetone (300 mL) was added K2CO3 (34 g, 1.5 equiv.) and the reaction was stirred at room temperature during 30 minutes. Ethyl 2-bromo-2-methylpropionate (36.2 mL, 1.5 equiv.) was added dropwise and the mixture was heated under reflux during 3 hours. K2CO3 (34 g, 1.5 equiv.) and ethyl 2-bromo-2-methylpropionate (36.2 mL, 1.5 equiv.) were added and the mixture was heated under reflux during 16 hours and then pourred into water and extracted with CH2Cl2... The reactants are CN(C(=O)C1=CC2=C(N=C(N=C2)Cl)N1C1CCN(CC1)C1CC1)C (2-Chloro-7-(1-cyclopropyl-piperidin-4-yl)-7H-pyrrolo[2,3-d]pyrimidine-6-carboxylic acid dimethylamide), C(C)(C)(C)OC(=O)N1C2CN(CC1CC2)C(=O)C=2C=NC(=CC2)N (3-(6-Amino-pyridine-3-carbonyl)-3,8-diaza-bicyclo[3.2.1]octane-8-carboxylic acid tert-butyl ester). Product: C(C)(C)(C)OC(=O)N1C2CN(CC1CC2)C(=O)C=2C=NC(=CC2)NC=2N=CC1=C(N2)N(C(=C1)C(N(C)C)=O)C1CCN(CC1)C1CC1 (3-{6-[7-(1-Cyclopropyl-piperidin-4-yl)-6-dimethylcarbamoyl-7H-pyrrolo[2,3-d]pyrimidin-2-ylamino]-pyridine-3-carbonyl}-3,8-diaza-bicyclo[3.2.1]octane-8-carboxylic acid tert-butyl ester). Isolated yield 74.5%. RXN SMILES: [CH3:1][N:2]([CH3:24])[C:3]([C:5]1[N:14]([CH:15]2[CH2:20][CH2:19][N:18]([CH:21]3[CH2:23][CH2:22]3)[CH2:17][CH2:16]2)[C:8]2[N:9]=[C:10](Cl)[N:11]=[CH:12][C:7]=2[CH:6]=1)=[O:4].[C:25]([O:29][C:30]([N:32]1[CH:37]2[CH2:38][CH2:39][CH:33]1[CH2:34][N:35]([C:40]([C:42]1[CH:43]=[N:44][C:45]([NH2:48])=[CH:46][CH:47]=1)=[O:41])[CH2:36]2)=[O:31])([CH3:28])([CH3:27])[CH3:26]>>[C:25]([O:29][C:30]([N:32]1[CH:33]2[CH2:39][CH2:38][CH:37]1[CH2:36][N:35]([C:40]([C:42]1[CH:43]=[N:44][C:45]([NH:48][C:10]3[N:11]=[CH:12][C:7]4[CH:6]=[C:5]([C:3](=[O:4])[N:2]([CH3:24])[CH3:1])[N:14]([CH:15]5[CH2:20][CH2:19][N:18]([CH:21]6[CH2:23][CH2:22]6)[CH2:17][CH2:16]5)[C:8]=4[N:9]=3)=[CH:46][CH:47]=1)=[O:41])[CH2:34]2)=[O:31])([CH3:28])([CH3:26])[CH3:27]. Procedure details: Using General Buchwald method 1, 2-Chloro-7-(1-cyclopropyl-piperidin-4-yl)-7H-pyrrolo[2,3-d]pyrimidine-6-carboxylic acid dimethylamide (95 mg, 0.273 mmol, 1.0 eq) was combined with 3-(6-Amino-pyridine-3-carbonyl)-3,8-diaza-bicyclo[3.2.1]octane-8-carboxylic acid tert-butyl ester (100 mg, 0.300 mmol, 1.1 eq) to give 3-{6-[7-(1-Cyclopropyl-piperidin-4-yl)-6-dimethylcarbamoyl-7H-pyrrolo[2,3-d]pyrimidin-2-ylamino]-pyridine-3-carbonyl}-3,8-diaza-bicyclo[3.2.1]octane-8-carboxylic acid tert-butyl ester ...